From a dataset of the Open Reaction Database (ORD), a public repository of structured organic reaction records. describe an organic reaction: reactants, conditions, products, and yield Reactants: C(C)(C)(C)OC(=O)C1(CC1)OC1=NC=C(C=C1NC1CCN(CC1)C(=O)OC(C)(C)C)Cl (tert-butyl 4-[(2-{[1-(tert-butoxycarbonyl)cyclopropyl]oxy}-5-chloropyridin-3-yl)amino]piperidine-1-carboxylate), FC(C(=O)O)(F)F (trifluoroacetic acid). Reaction conditions: time 2 hour. The product is FC(C(=O)O)(F)F.ClC1=CC2=C(OC3(C(N2C2CCNCC2)=O)CC3)N=C1 (7′-chloro-1′-piperidin-4-ylspiro[cyclopropane-1,3′-pyrido[2,3-b][1,4]oxazine]-2′(1′H)-one trifluoroacetate). RXN SMILES: C([O:5][C:6]([C:8]1([O:11][C:12]2[C:17]([NH:18][CH:19]3[CH2:24][CH2:23][N:22](C(OC(C)(C)C)=O)[CH2:21][CH2:20]3)=[CH:16][C:15]([Cl:32])=[CH:14][N:13]=2)[CH2:10][CH2:9]1)=O)(C)(C)C.[F:33][C:34]([F:39])([F:38])[C:35]([OH:37])=[O:36]>>[F:33][C:34]([F:39])([F:38])[C:35]([OH:37])=[O:36].[Cl:32][C:15]1[CH:14]=[N:13][C:12]2[O:11][C:8]3([CH2:10][CH2:9]3)[C:6](=[O:5])[N:18]([CH:19]3[CH2:24][CH2:23][NH:22][CH2:21][CH2:20]3)[C:17]=2[CH:16]=1 |f:2.3|. Reported procedure: A trifluoroacetic acid solution (70 ml) of tert-butyl 4-[(2-{[1-(tert-butoxycarbonyl)cyclopropyl]oxy}-5-chloropyridin-3-yl)amino]piperidine-1-carboxylate (7.09 g) was stirred at 70° C. for 28 hours. The temperature was brought back to room temperature, followed by concentration under reduced pressure, and toluene was further added and concentrated under reduced pressure. After ether was added to the residue, the suspension was stirred for 2 hours, and then the insolubles were collected by filtra... The reactants are CC(=O)N1C(Cc2cc(F)cc(F)c2)C(C2CC(O)CN2C(=O)OC(C)(C)C)OC1(C)C, COc1ccccc1O, CC(C)OC(=O)N=NC(=O)OC(C)C, C1CCOC1, c1ccc(P(c2ccccc2)c2ccccc2)cc1. Product: COc1ccccc1OC1CC(C2OC(C)(C)N(C(C)=O)C2Cc2cc(F)cc(F)c2)N(C(=O)OC(C)(C)C)C1. As a reaction SMILES: [C:15]([CH3:16])([CH3:17])([CH3:18])[O:19][C:20](=[O:21])[N:22]1[CH:23]([CH:28]2[CH:29]([CH2:38][c:39]3[cH:40][c:41]([F:46])[cH:42][c:43]([F:45])[cH:44]3)[N:30]([C:35]([CH3:36])=[O:37])[C:31]([CH3:33])([CH3:34])[O:32]2)[CH2:24][CH:25]([OH:27])[CH2:26]1.[CH3:47][O:48][c:49]1[c:50]([OH:55])[cH:51][cH:52][cH:53][cH:54]1.[O:1]=[C:2]([O:3][CH:4]([CH3:5])[CH3:6])[N:7]=[N:8][C:9]([O:10][CH:11]([CH3:12])[CH3:13])=[O:14].[O:75]1[CH2:76][CH2:77][CH2:78][CH2:79]1.[c:56]1([P:57]([c:58]2[cH:59][cH:60][cH:61][cH:62][cH:63]2)[c:64]2[cH:65][cH:66][cH:67][cH:68][cH:69]2)[cH:70][cH:71][cH:72][cH:73][cH:74]1>>[C:15]([CH3:16])([CH3:17])([CH3:18])[O:19][C:20](=[O:21])[N:22]1[CH:23]([CH:28]2[CH:29]([CH2:38][c:39]3[cH:40][c:41]([F:46])[cH:42][c:43]([F:45])[cH:44]3)[N:30]([C:35]([CH3:36])=[O:37])[C:31]([CH3:33])([CH3:34])[O:32]2)[CH2:24][CH:25]([O:27][c:50]2[c:49]([O:48][CH3:47])[cH:54][cH:53][cH:52][cH:51]2)[CH2:26]1.